From a dataset of the Open Reaction Database (ORD), a public repository of structured organic reaction records. describe an organic reaction: reactants, conditions, products, and yield Starting materials: Cl (HCl), C1(CCC1)C1=CC2=C(NC(=N2)CCC2CC(C2)N(C(C)C)C[C@H]2O[C@H]([C@H]3[C@@H]2OC(O3)(C)C)N3C2=NC=NC(=C2N=C3)N)C=C1 (9-[(3aR,4R,6R,6aR)-6-[({3-[2-(5-cyclobutyl-1H-1,3-benzo diazol-2-yl)ethyl]cyclobutyl}(propan-2-yl)amino)methyl]-2,2-dimethyl-tetrahydro-2H-furo[3,4-d][1,3]dioxol-4-yl]-9H-purin-6-amine), N (NH3). The solvent is CO (MeOH), CO (MeOH). Conditions: time 6 hour. The product is NC1=C2N=CN(C2=NC=N1)[C@@H]1O[C@@H]([C@H]([C@H]1O)O)CN(C(C)C)C1CC(C1)CCC1=NC2=C(N1)C=CC(=C2)C2CCC2 ((2R,3R,4S,5R)-2-(6-amino-9H-purin-9-yl)-5-[({3-[2-(5-cyclobutyl-1H-1,3-benzodiazol-2-yl)ethyl]cyclobutyl}(propan-2-yl)amino)methyl]oxolane-3,4-diol). Reaction SMILES: Cl.[CH:2]1([C:6]2[CH:45]=[CH:44][C:9]3[NH:10][C:11]([CH2:13][CH2:14][CH:15]4[CH2:18][CH:17]([N:19]([CH2:23][C@@H:24]5[C@H:28]6[O:29]C(C)(C)[O:31][C@H:27]6[C@H:26]([N:34]6[CH:42]=[N:41][C:40]7[C:35]6=[N:36][CH:37]=[N:38][C:39]=7[NH2:43])[O:25]5)[CH:20]([CH3:22])[CH3:21])[CH2:16]4)=[N:12][C:8]=3[CH:7]=2)[CH2:5][CH2:4][CH2:3]1.N>CO>[NH2:43][C:39]1[N:38]=[CH:37][N:36]=[C:35]2[C:40]=1[N:41]=[CH:42][N:34]2[C@H:26]1[C@H:27]([OH:31])[C@H:28]([OH:29])[C@@H:24]([CH2:23][N:19]([CH:17]2[CH2:18][CH:15]([CH2:14][CH2:13][C:11]3[NH:10][C:9]4[CH:44]=[CH:45][C:6]([CH:2]5[CH2:5][CH2:4][CH2:3]5)=[CH:7][C:8]=4[N:12]=3)[CH2:16]2)[CH:20]([CH3:22])[CH3:21])[O:25]1. Reported procedure: 12N HCl (24 mmol, 2 ml) was added dropwise to a solution of 9-[(3aR,4R,6R,6aR)-6-[({3-[2-(5-cyclobutyl-1H-1,3-benzo diazol-2-yl)ethyl]cyclobutyl}(propan-2-yl)amino)methyl]-2,2-dimethyl-tetrahydro-2H-furo[3,4-d][1,3]dioxol-4-yl]-9H-purin-6-amine (120 mg, 0.164 mmol) in MeOH (2 ml) at 0° C. whilst stirring. This was then allowed to warm to RT and continued for 6 hours. The reaction mixture was cooled to 0° C. and basified with 7N NH3 in MeOH (10 ml). This was then evaporated in vacuo. The crude pr... The reactants are C(\C=C\C)(=O)Cl (crotonyl chloride), C(C)(C)(C)C1=C(C(=CC(=C1)N)C(C)(C)C)O (2,6-di tert.butyl-4-aminophenol), C([O-])([O-])=O.[Na+].[Na+] (sodium carbonate). The solvent is C1=CC=CC=C1 (benzene). Conditions: time 30 minute. The product is C(C)(C)(C)C=1C=C(C=C(C1O)C(C)(C)C)NC(\C=C\C)=O (N-(3,5-di tert.butyl-4-hydroxyphenyl)crotonamide). As a reaction SMILES: [C:1](Cl)(=[O:5])/[CH:2]=[CH:3]/[CH3:4].[C:7]([C:11]1[CH:16]=[C:15]([NH2:17])[CH:14]=[C:13]([C:18]([CH3:21])([CH3:20])[CH3:19])[C:12]=1[OH:22])([CH3:10])([CH3:9])[CH3:8].C(=O)([O-])[O-].[Na+].[Na+]>C1C=CC=CC=1>[C:7]([C:11]1[CH:16]=[C:15]([NH:17][C:1](=[O:5])/[CH:2]=[CH:3]/[CH3:4])[CH:14]=[C:13]([C:18]([CH3:21])([CH3:20])[CH3:19])[C:12]=1[OH:22])([CH3:10])([CH3:9])[CH3:8] |f:2.3.4|. Procedure details: N-(3,5-di tert.butyl-4-hydroxyphenyl)crotonamide was prepared by adding a solution of 11.5 grams to crotonyl chloride in 50 milliliters of benzene to a solution of 2,6-di tert.butyl-4-aminophenol prepared as described in Example 2 to which had been added 6 grams of sodium carbonate. The addition was accomplished in 30 minutes at 25° C. to 38° C. The mixture was stirred for 11/4 hours and the solid product was filtered, washed thoroughly with 2% hydrochloric acid, and dried. The yield was 12.8 gr... Reaction conditions: temperature 100 celsius, time 24 hour. Yield: 94.0%. RXN SMILES: I[C:2]1[CH:7]=[CH:6][C:5]([S:8]([CH3:11])(=[O:10])=[O:9])=[CH:4][C:3]=1[C:12]([N:14]1[CH2:19][CH2:18][N:17]([C:20]2[CH:25]=[CH:24][C:23]([C:26]([F:29])([F:28])[F:27])=[CH:22][CH:21]=2)[CH:16]([CH3:30])[CH2:15]1)=[O:13].[NH:31]1[CH2:36][CH2:35][O:34][CH2:33][CH2:32]1>>[CH3:11][S:8]([C:5]1[CH:6]=[CH:7][C:2]([N:31]2[CH2:36][CH2:35][O:34][CH2:33][CH2:32]2)=[C:3]([C:12]([N:14]2[CH2:19][CH2:18][N:17]([C:20]3[CH:25]=[CH:24][C:23]([C:26]([F:29])([F:28])[F:27])=[CH:22][CH:21]=3)[CH:16]([CH3:30])[CH2:15]2)=[O:13])[CH:4]=1)(=[O:10])=[O:9]. Reactants: IC1=C(C=C(C=C1)S(=O)(=O)C)C(=O)N1CC(N(CC1)C1=CC=C(C=C1)C(F)(F)F)C ((2-Iodo-5-methanesulfonyl-phenyl)-[3-methyl-4-(4-trifluoromethyl-phenyl)-piperazin-1-yl]-methanone), N1CCOCC1 (morpholine). Procedure: (2-Iodo-5-methanesulfonyl-phenyl)-[3-methyl-4-(4-trifluoromethyl-phenyl)-piperazin-1-yl]-methanone (50 mg, 0.09 mmol) was poured into morpholine (2.0 ml) and the reaction mixture was stirred for 24 h at 100° C. before being concentrated in vacuo. The residue was then purified by column chromatography (SiO2, 20 g, Heptane/EtOAc 0-100%) to give the title compound as a light brown solid (43.5 mg, 94%). MS (m/e): 512.3 (M+H+). The product is CS(=O)(=O)C=1C=CC(=C(C1)C(=O)N1CC(N(CC1)C1=CC=C(C=C1)C(F)(F)F)C)N1CCOCC1 (rac-(5-Methanesulfonyl-2-morpholin-4-yl-phenyl)-[3-methyl-4-(4-trifluoromethyl-phenyl)-piperazin-1-yl]-methanone). Yields the product ClC=1C=CC(=C(C(=O)NC2=CC(NC=C2)=O)C1)F (5-chloro-2-fluoro-N-(2-oxo-1H-pyridin-4-yl)benzamide). Yield: 26.4%. Procedure details: To 5-chloro-2-fluoro-N-(2-methoxy-4-pyridyl)benzamide (3.8 g, 13.50 mmol) in acetonitrile (126.3 mL) was added TMSI (7.7 mL, 54.00 mmol). The reaction was stirred at 50° C. overnight. The acetonitrile was evaporated and the crude re-dissolved in ethyl acetate. The organics were washed with water, dried over sodium sulfate, filtered and concentrated. Purification by silica gel chromatography using a gradient of ethyl acetate in hexanes (0-100%) and then methanol in dichloromethane (0-20%) yielded... Starting materials: ClC=1C=CC(=C(C(=O)NC2=CC(=NC=C2)OC)C1)F (5-chloro-2-fluoro-N-(2-methoxy-4-pyridyl)benzamide), [Si](C)(C)(C)I (TMSI). As a reaction SMILES: [Cl:1][C:2]1[CH:3]=[CH:4][C:5]([F:19])=[C:6]([CH:18]=1)[C:7]([NH:9][C:10]1[CH:15]=[CH:14][N:13]=[C:12]([O:16]C)[CH:11]=1)=[O:8].[Si](I)(C)(C)C>C(#N)C>[Cl:1][C:2]1[CH:3]=[CH:4][C:5]([F:19])=[C:6]([CH:18]=1)[C:7]([NH:9][C:10]1[CH:15]=[CH:14][NH:13][C:12](=[O:16])[CH:11]=1)=[O:8]. Solvent: C(C)#N (acetonitrile). Conditions: temperature 50 celsius, time 8 hour. Yields the product N#Cc1cc([N+](=O)[O-])cc2cc[nH]c12. Starting materials: O=[N+]([O-])c1cc(Br)c2[nH]ccc2c1, [C-]#N, CCOC(C)=O, N#C[Cu], [K+], CN(C)C=O. As a reaction SMILES: [Br:1][c:2]1[cH:3][c:4]([N+:11](=[O:12])[O-:13])[cH:5][c:6]2[cH:7][cH:8][nH:9][c:10]12.[C-:17]#[N:18].[CH3:25][CH2:26][O:27][C:28]([CH3:29])=[O:30].[Cu:14][C:15]#[N:16].[K+:19].[O:20]=[CH:21][N:22]([CH3:23])[CH3:24]>>[c:2]1([C:15]#[N:16])[cH:3][c:4]([N+:11](=[O:12])[O-:13])[cH:5][c:6]2[cH:7][cH:8][nH:9][c:10]12. Reactants: O1C(=CC=C1)C(=O)O (2-furoic acid), C(CCC)N (butylamine). Product: C(CCC)NCC=1OC=CC1 (N--Butyl-N-(furan-2-ylmethyl)amine). As a reaction SMILES: [O:1]1[CH:5]=[CH:4][CH:3]=[C:2]1[C:6](O)=O.[CH2:9]([NH2:13])[CH2:10][CH2:11][CH3:12]>>[CH2:9]([NH:13][CH2:6][C:2]1[O:1][CH:5]=[CH:4][CH:3]=1)[CH2:10][CH2:11][CH3:12]. Procedure details: The desired amine was prepared using the method described in Example 1171A starting with 2-furoic acid and butylamine. Reactants: BrB(Br)Br, CO, ClCCl, COc1ccc2cc(F)c(C)nc2c1. Product: Cc1nc2cc(O)ccc2cc1F. Reaction SMILES: [B:15]([Br:16])([Br:17])[Br:18].[CH3:19][OH:20].[Cl:21][CH2:22][Cl:23].[F:1][c:2]1[c:3]([CH3:14])[n:4][c:5]2[cH:6][c:7]([O:12][CH3:13])[cH:8][cH:9][c:10]2[cH:11]1>>[F:1][c:2]1[c:3]([CH3:14])[n:4][c:5]2[cH:6][c:7]([OH:12])[cH:8][cH:9][c:10]2[cH:11]1.